This data is from the Open Reaction Database (ORD), a public repository of structured organic reaction records. The task is: describe an organic reaction: reactants, conditions, products, and yield The reactants are C1(=CC=CC=C1)C(=C)C=1NC2=CC=C(C=C2C1)OC (Methyl 2-(1-phenylvinyl)-1H-indol-5-yl ether), C1(C=CC(N1)=O)=O (maleimide). Product: COC1=CC=2C=3C4=C(C=C(C3NC2C=C1)C1=CC=CC=C1)C(NC4=O)=O (9-Methoxy-5-phenylpyrrolo[3,4-c]carbazole-1,3(2H,6H)-dione). The yield is 73.0%. As a reaction SMILES: [C:1]1([C:7]([C:9]2[NH:10][C:11]3[C:16]([CH:17]=2)=[CH:15][C:14]([O:18][CH3:19])=[CH:13][CH:12]=3)=[CH2:8])[CH:6]=[CH:5][CH:4]=[CH:3][CH:2]=1.[C:20]1(=[O:26])[NH:24][C:23](=[O:25])[CH:22]=[CH:21]1>>[CH3:19][O:18][C:14]1[CH:13]=[CH:12][C:11]2[NH:10][C:9]3[C:7]([C:1]4[CH:6]=[CH:5][CH:4]=[CH:3][CH:2]=4)=[CH:8][C:22]4[C:23](=[O:25])[NH:24][C:20](=[O:26])[C:21]=4[C:17]=3[C:16]=2[CH:15]=1. Reported procedure: Reaction of (818) prepared as described in example 418 with maleimide at 180° C. using the procedure described in example 69 gave the adduct (XCVIII; R=phenyl, R′═H) (819), which was used without further purification. The crude Diels-Alder adduct was aromatised with MnO2 using the procedure described in example 79 to give (820) (73%), mp 281–285° C. 1H NMR δ [(CD3)2SO] 11.63 (br s, 1H), 11.15 (br s, 1H), 8.45 (d, J=2.5 Hz, 1H), 7.78–7.76 (m, 2H), 7.68 (s, 1H), 7.65–7.62 (m, 2H), 7.57–7.53 (m, 2H... Reactants: CCNCC, O=C(Cl)c1ccc(Oc2ccc(Cl)cc2[N+](=O)[O-])cc1, ClCCl. The product is CCN(CC)C(=O)c1ccc(Oc2ccc(Cl)cc2[N+](=O)[O-])cc1. RXN SMILES: [CH2:21]([CH3:22])[NH:23][CH2:24][CH3:25].[Cl:1][c:2]1[cH:3][c:4]([N+:18](=[O:19])[O-:20])[c:5]([O:6][c:7]2[cH:8][cH:9][c:10]([C:11](=[O:12])[Cl:13])[cH:14][cH:15]2)[cH:16][cH:17]1.[Cl:26][CH2:27][Cl:28]>>[Cl:1][c:2]1[cH:3][c:4]([N+:18](=[O:19])[O-:20])[c:5]([O:6][c:7]2[cH:8][cH:9][c:10]([C:11](=[O:12])[N:23]([CH2:21][CH3:22])[CH2:24][CH3:25])[cH:14][cH:15]2)[cH:16][cH:17]1. Starting materials: Cl.BrC=1C=C(C=CC1)ON (O-(3-bromophenyl)hydroxylamine hydrochloride), C1(CC(CCC1)=O)=O (cyclohexane-1,3-dione), [OH-].[Na+] (NaOH). The solvent is O (water), OS(=O)(=O)O.C(C)(=O)O (H2SO4 acetic acid). Conditions: temperature 110 celsius. Product: BrC1=CC2=C(C3=C(O2)CCCC3=O)C=C1 (7-bromo-3,4-dihydrodibenzo[b,d]furan-1(2H)-one). Isolated yield 64.0%. Reaction SMILES: Cl.[Br:2][C:3]1[CH:4]=[C:5]([O:9]N)[CH:6]=[CH:7][CH:8]=1.[C:11]1(=O)[CH2:16][CH2:15][CH2:14][C:13](=[O:17])[CH2:12]1.[OH-].[Na+]>OS(O)(=O)=O.C(O)(=O)C.O>[Br:2][C:3]1[CH:8]=[CH:7][C:6]2[C:12]3[C:13](=[O:17])[CH2:14][CH2:15][CH2:16][C:11]=3[O:9][C:5]=2[CH:4]=1 |f:0.1,3.4,5.6|. Procedure details: A mixture of the product of Example 60, step B (9.0 g, 40.1 mmol) and cyclohexane-1,3-dione (6.74 g, 60.1 mmol) in 10% H2SO4/acetic acid (100 mL) was heated at 110° C. for 12 h. After cooling to ambient temperature, the reaction mixture was diluted with water, basified by treating with 10 N NaOH and extracted with dichloromethane. The organic layer was washed with brine, dried over sodium sulfate, filtered and concentrated in vacuo to give the crude material which was purified by flash column ch... Product: C1(=CC=CC=C1)N1N=NC(=C1)C(=O)O (1-phenyl-1H-[1,2,3]triazole-4-carboxylic acid). Run at time 45 minute. Solvent: C1CCOC1.O (THF H2O). Reactants: Cl (HCl), [Li+].[OH-] (LiOH), C(C)OC(=O)C=1N=NN(C1)C1=CC=CC=C1 (1-phenyl-1H-[1,2,3]triazole-4-carboxylic acid ethyl ester), O (water). Procedure: LiOH (80 mg, 1.9 mmol) was added to a stirred solution of 1-phenyl-1H-[1,2,3]triazole-4-carboxylic acid ethyl ester (130 mg, 0.6 mmol) in THF:H2O (1:1, 4 mL), and the resulting mixture was stirred at room temperature for 45 min. The reaction mixture was concentrated under reduced pressure to get the residue. Cold water was then added and acidified it with 10% aqueous HCl, filtered the solid precipitated to afford 40 mg (35.4% yield) of 1-phenyl-1H-[1,2,3]triazole-4-carboxylic acid. 1H NMR (DMSO-... Yield: 35.2%. Reaction SMILES: [Li+].[OH-].C([O:5][C:6]([C:8]1[N:9]=[N:10][N:11]([C:13]2[CH:18]=[CH:17][CH:16]=[CH:15][CH:14]=2)[CH:12]=1)=[O:7])C.O.Cl>C1COCC1.O>[C:13]1([N:11]2[CH:12]=[C:8]([C:6]([OH:7])=[O:5])[N:9]=[N:10]2)[CH:14]=[CH:15][CH:16]=[CH:17][CH:18]=1 |f:0.1,5.6|. The reactants are CC(C)(C)[O-].[K+] (t-BuOK), CC(C)(C)O (t-BuOH), C(C#C)OC1=CC=CC2=CC=CC=C12 (1-propargyloxynaphthalene), CC(C)(C)O (t-BuOH). The solvent is O (water). Product: C(=C=C)OC1=CC=CC2=CC=CC=C12 (1-allenyloxy naphthalene). The yield is 43.0%. Reaction SMILES: CC([O-])(C)C.[K+].CC(O)(C)C.[CH2:12]([O:15][C:16]1[C:25]2[C:20](=[CH:21][CH:22]=[CH:23][CH:24]=2)[CH:19]=[CH:18][CH:17]=1)[C:13]#[CH:14]>O>[CH:12]([O:15][C:16]1[C:25]2[C:20](=[CH:21][CH:22]=[CH:23][CH:24]=2)[CH:19]=[CH:18][CH:17]=1)=[C:13]=[CH2:14] |f:0.1|. Procedure: Into a similar reaction vessel as used in the abovementioned reaction, were placed 1.532 parts of t-BuOK and 6.816 parts of t-BuOH and to this, a mixture of 10.000 parts of 1-propargyloxynaphthalene and 23.333 parts of t-BuOH was dropwise added. The content was reacted at 50° C. for 60 minutes and then deionized water was added to stop the reaction. t-BuOH layer and water layer were removed off by using an evaporator, and the residue was added with an aqueous NaOH solution, extracted with an eth... The reactants are COC=1C=C(C=CC1)C(O)C1=C(N=CS1)C (1-(3-Methoxyphenyl)-1-(4-methyl-5-thiazolyl)methanol), B(Br)(Br)Br (boron tribromide), N (ammonia). Run in ClCCl (dichloromethane). Run at time 15 minute. Product: OC=1C=C(C=CC1)C(O)C1=C(N=CS1)C (1-(3-Hydroxyphenyl)-1-(4-methyl-5-thiazolyl)methanol). Reaction SMILES: C[O:2][C:3]1[CH:4]=[C:5]([CH:9]([C:11]2[S:15][CH:14]=[N:13][C:12]=2[CH3:16])[OH:10])[CH:6]=[CH:7][CH:8]=1.B(Br)(Br)Br.N>ClCCl>[OH:2][C:3]1[CH:4]=[C:5]([CH:9]([C:11]2[S:15][CH:14]=[N:13][C:12]=2[CH3:16])[OH:10])[CH:6]=[CH:7][CH:8]=1. Procedure: 1-(3-Methoxyphenyl)-1-(4-methyl-5-thiazolyl)methanol (1 g) in dry dichloromethane (10 ml) was added dropwise to boron tribromide (1M solution in dichloromethane, 25 ml) at 0° C. The mixture was allowed to warm to room temperature and was stirred for 15 minutes. The mixture was poured onto ice (40 g) and 0.88 ammonia (10 ml). The precipitate was filtered off and purified by chromatography to give the title compound. M.p. 181°-184° C. Reactants: N1=CC=C(C=C1)CNC1=C(C(=O)O)C=CC=C1 (2-[(Pyridin-4-ylmethyl)-amino]-benzoic acid), FC1=C(C(=C(C(=C1F)F)F)F)O (2,3,4,5,6-pentafluorophenol), N,N-dicyclohexyl-carbodiimide. The solvent is CCOC(=O)C (EtOAc). Conditions: time 15 hour. Product: FC1=C(C(=C(C(=C1OC(C1=C(C=CC=C1)NCC1=CC=NC=C1)=O)F)F)F)F (2-[(Pyridin-4-ylmethyl)-amino]-benzoic acid pentafluorophenyl ester). The yield is 67.9%. As a reaction SMILES: [N:1]1[CH:6]=[CH:5][C:4]([CH2:7][NH:8][C:9]2[CH:17]=[CH:16][CH:15]=[CH:14][C:10]=2[C:11]([OH:13])=[O:12])=[CH:3][CH:2]=1.[F:18][C:19]1[C:24]([F:25])=[C:23]([F:26])[C:22]([F:27])=[C:21]([F:28])[C:20]=1O>CCOC(C)=O>[F:18][C:19]1[C:20]([O:12][C:11](=[O:13])[C:10]2[CH:14]=[CH:15][CH:16]=[CH:17][C:9]=2[NH:8][CH2:7][C:4]2[CH:3]=[CH:2][N:1]=[CH:6][CH:5]=2)=[C:21]([F:28])[C:22]([F:27])=[C:23]([F:26])[C:24]=1[F:25]. Reported procedure: To a stirred suspension of 2-[(Pyridin-4-ylmethyl)-amino]-benzoic acid (preparation 1, 300 mg) in EtOAC (10 ml) was added 2,3,4,5,6-pentafluorophenol (413 mg) followed by drop-wise addition of a solution of N,N-dicyclohexyl-carbodiimide (461 mg) in EtOAc (5 ml). The reaction mixture was stirred at room temperature for 15 hours. The formed precipitate was removed by filtration and the filtrate was evaporated under reduced pressure. The remaining material was subjected to column chromatography on ... The reactants are 183.4, CO[C@@H]1CN(CC[C@@H]1NCC1=CC=CC=C1)C(=O)OCC (ethyl cis-3-methoxy-4-[(phenylmethyl)amino]-1-piperidinecarboxylate), ClCC1=CC=CC=C1 ((chloromethyl)benzene), C([O-])([O-])=O.[Na+].[Na+] (sodium carbonate). Run in CC1=CC=CC=C1 (methylbenzene). Reaction conditions: time 10 day. Product: 155, C1(=CC=CC=C1)CN([C@@H]1[C@@H](CN(CC1)C(=O)OCC)OC)CC1=CC=CC=C1 (ethyl cis-4-[bis(phenylmethyl)amino]-3-methoxy-1-piperidinecarboxylate). Isolated yield 64.0%. RXN SMILES: [CH3:1][O:2][C@H:3]1[C@@H:8]([NH:9][CH2:10][C:11]2[CH:16]=[CH:15][CH:14]=[CH:13][CH:12]=2)[CH2:7][CH2:6][N:5]([C:17]([O:19][CH2:20][CH3:21])=[O:18])[CH2:4]1.Cl[CH2:23][C:24]1[CH:29]=[CH:28][CH:27]=[CH:26][CH:25]=1.C(=O)([O-])[O-].[Na+].[Na+]>CC1C=CC=CC=1>[C:11]1([CH2:10][N:9]([CH2:23][C:24]2[CH:29]=[CH:28][CH:27]=[CH:26][CH:25]=2)[C@H:8]2[CH2:7][CH2:6][N:5]([C:17]([O:19][CH2:20][CH3:21])=[O:18])[CH2:4][C@H:3]2[O:2][CH3:1])[CH:12]=[CH:13][CH:14]=[CH:15][CH:16]=1 |f:2.3.4|. Procedure: A mixture of 183.4 parts of ethyl cis-3-methoxy-4-[(phenylmethyl)amino]-1-piperidinecarboxylate, 144 parts of (chloromethyl)benzene, 85 parts of sodium carbonate and 720 parts of methylbenzene was stirred for 10 days at reflux temperature. The reaction mixture was filtered and the filtrate was washed three times with 400 parts of water, dried, filtered and evaporated. Petroleumether was added. The whole was cooled whereupon the product solidified. It was filtered off and crystallized from petrol... The reactants are B(Br)(Br)Br (boron tribromide), C(C)(C)(C)OC(N(CCN1CCCCC1)C1=CC=C(C=C1)C1C2=C3C=CC(=CC3=CC=C2C2=CC=C(C=C2O1)F)OC)=O ([4-(8-fluoro-2-methoxy-5H-6-oxa-chrysen-5-yl)-phenyl]-(2-piperidin-1-yl-ethyl)-carbamic acid tert-butyl ester), solution, Cl (hydrogen chloride). Run in C([O-])(O)=O.[Na+] (sodium bicarbonate), CO (methanol), ClCCl (dichloromethane), CCOCC (ether). Run at temperature 0 celsius. Product: Cl.Cl.FC=1C=C2OC(C3=C4C=CC(=CC4=CC=C3C2=CC1)O)C1=CC=C(C=C1)NCCN1CCCCC1 (8-Fluoro-5-[4-(2-piperidin-1-yl-ethylamino)-phenyl]-5H-6-oxa-chrysen-2-ol dihydrochloride). As a reaction SMILES: C(OC(=O)[N:7]([C:16]1[CH:21]=[CH:20][C:19]([CH:22]2[O:39][C:38]3[C:33](=[CH:34][CH:35]=[C:36]([F:40])[CH:37]=3)[C:32]3[C:23]2=[C:24]2[C:29](=[CH:30][CH:31]=3)[CH:28]=[C:27]([O:41]C)[CH:26]=[CH:25]2)=[CH:18][CH:17]=1)[CH2:8][CH2:9][N:10]1[CH2:15][CH2:14][CH2:13][CH2:12][CH2:11]1)(C)(C)C.[ClH:44].B(Br)(Br)Br>ClCCl.CCOCC.C(=O)(O)[O-].[Na+].CO>[ClH:44].[ClH:44].[F:40][C:36]1[CH:37]=[C:38]2[C:33](=[CH:34][CH:35]=1)[C:32]1[C:23](=[C:24]3[C:29](=[CH:30][CH:31]=1)[CH:28]=[C:27]([OH:41])[CH:26]=[CH:25]3)[CH:22]([C:19]1[CH:18]=[CH:17][C:16]([NH:7][CH2:8][CH2:9][N:10]3[CH2:11][CH2:12][CH2:13][CH2:14][CH2:15]3)=[CH:21][CH:20]=1)[O:39]2 |f:5.6,8.9.10|. Procedure details: Dissolve [4-(8-fluoro-2-methoxy-5H-6-oxa-chrysen-5-yl)-phenyl]-(2-piperidin-1-yl-ethyl)-carbamic acid tert-butyl ester in dichloromethane (25 mL). Add a 1.0 M solution of hydrogen chloride in ether (5 mL). Concentrate in vacuo. Redissolve in dichloromethane (20 mL). Cool to 0° C. Add boron tribromide (0.238 mL, 2.52 mmol). After 3 hrs dilute with saturated aqueous sodium bicarbonate (10 mL) and methanol (10 mL). Separate the organic layer and wash the aqueous layer twice with dichloromethane. Co... The reactants are [OH-].[Na+] (sodium hydroxide), C(C)(=O)NCC1=CC=C(O1)C1=C(C=C(C=C1OCOC)OCOC)CC(=O)OC (methyl 2-[5-(N-acetylaminomethyl)furan-2-yl]-3,5-bis(methoxymethoxy)phenylacetate), C(C)(=O)OC(C)=O (acetic anhydride), N1=CC=CC=C1 (pyridine), Cl (hydrochloric acid). The solvent is ClCCl (dichloromethane), CO (Methanol). Reaction conditions: time 3 hour. The product is C(C)(=O)NCC1=CC=C(O1)C1=C(C=C(C=C1O)O)CC(=O)O (2-[5-(N-acetylaminomethyl)furan-2-yl]-3,5-dihydroxyphenylacetic acid). Isolated yield 50.2%. RXN SMILES: [C:1]([NH:4][CH2:5][C:6]1[O:10][C:9]([C:11]2[C:16]([O:17]COC)=[CH:15][C:14]([O:21]COC)=[CH:13][C:12]=2[CH2:25][C:26]([O:28]C)=[O:27])=[CH:8][CH:7]=1)(=[O:3])[CH3:2].C(OC(=O)C)(=O)C.N1C=CC=CC=1.[OH-].[Na+].Cl>ClCCl.CO>[C:1]([NH:4][CH2:5][C:6]1[O:10][C:9]([C:11]2[C:16]([OH:17])=[CH:15][C:14]([OH:21])=[CH:13][C:12]=2[CH2:25][C:26]([OH:28])=[O:27])=[CH:8][CH:7]=1)(=[O:3])[CH3:2] |f:3.4|. Reported procedure: Methyl 2-[5-(N-acetylaminomethyl)furan-2-yl]-3,5-bis(methoxymethoxy)phenylacetate (45 mg, 0.15 mmol) obtained in Example 264 was dissolved in dichloromethane (1.0 mL), and acetic anhydride (0.20 mL, 2.12 mmol) and pyridine (0.20 mL, 2.5 mmol) were added thereto and stirred at room temperature for 3 hours. Methanol (5.0 mL) was added to the reaction solution, then stirred for 0.5 hours, and concentrated under reduced pressure. The resulting residue was dissolved in acetonitrile (1.0 mL), and aque...